Dataset: the Open Reaction Database (ORD), a public repository of structured organic reaction records. Task: describe an organic reaction: reactants, conditions, products, and yield Reactants: COC(C(CC=1C(=NC(=NC1)Cl)Cl)C1=CC(=CC(=C1)OC)OC)=O (3-(2,4-dichloro-pyrimidin-5-yl)-2-(3,5-dimethoxy-phenyl)-propionic acid methyl ester), NC1=CC=CC=C1 (aniline). Conditions: temperature 110 celsius. Yields the product COC(C(CC=1C(=NC(=NC1)NC1=CC=CC=C1)NC1=CC=CC=C1)C1=CC(=CC(=C1)OC)OC)=O (3-(2,4-diphenylamino-pyrimidin-5-yl)-2-(3,5-dimethoxy-phenyl)-propionic acid methyl ester). Reaction SMILES: [CH3:1][O:2][C:3](=[O:24])[CH:4]([C:14]1[CH:19]=[C:18]([O:20][CH3:21])[CH:17]=[C:16]([O:22][CH3:23])[CH:15]=1)[CH2:5][C:6]1[C:7](Cl)=[N:8][C:9](Cl)=[N:10][CH:11]=1.[NH2:25][C:26]1[CH:31]=[CH:30][CH:29]=[CH:28][CH:27]=1>>[CH3:1][O:2][C:3](=[O:24])[CH:4]([C:14]1[CH:19]=[C:18]([O:20][CH3:21])[CH:17]=[C:16]([O:22][CH3:23])[CH:15]=1)[CH2:5][C:6]1[C:7]([NH:25][C:26]2[CH:31]=[CH:30][CH:29]=[CH:28][CH:27]=2)=[N:8][C:9]([NH:25][C:26]2[CH:31]=[CH:30][CH:29]=[CH:28][CH:27]=2)=[N:10][CH:11]=1. Reported procedure: A mixture of 3-(2,4-dichloro-pyrimidin-5-yl)-2-(3,5-dimethoxy-phenyl)-propionic acid methyl ester (186 mg, 0.50 mmol) (from Example 3b supra) and aniline (2.0 mL) (Aldrich) was heated at 110° C. for 2 hours. The reaction mixture was washed with hexanes (50 mL×3) and the supernatant was decanted off after each time. The residue was dissolved in ethyl acetate (100 mL) and successively washed with saturated aqueous ammonium chloride solution (30 mL), water (30 mL) and brine (30 mL), dried over anhy... The reactants are O (Water), ClC1=CC=C(C(=N1)C=1NC2=CC=CC(=C2C1)F)CC(CO)O (3-(6-chloro-2-(4-fluoro-1H-indol-2-yl)pyridin-3-yl)propane-1,2-diol), TEA, CS(=O)(=O)Cl (MsCl). The solvent is C1CCOC1 (THF). Conditions: temperature 0 celsius. The product is CS(=O)(=O)OCC(CC=1C(=NC(=CC1)Cl)C=1NC2=CC=CC(=C2C1)F)O (3-(6-chloro-2-(4-fluoro-1H-indol-2-yl)pyridin-3-yl)-2-hydroxypropyl methanesulfonate). Isolated yield 48.5%. RXN SMILES: [Cl:1][C:2]1[N:7]=[C:6]([C:8]2[NH:9][C:10]3[C:15]([CH:16]=2)=[C:14]([F:17])[CH:13]=[CH:12][CH:11]=3)[C:5]([CH2:18][CH:19]([OH:22])[CH2:20][OH:21])=[CH:4][CH:3]=1.[CH3:23][S:24](Cl)(=[O:26])=[O:25].O>C1COCC1>[CH3:23][S:24]([O:21][CH2:20][CH:19]([OH:22])[CH2:18][C:5]1[C:6]([C:8]2[NH:9][C:10]3[C:15]([CH:16]=2)=[C:14]([F:17])[CH:13]=[CH:12][CH:11]=3)=[N:7][C:2]([Cl:1])=[CH:3][CH:4]=1)(=[O:26])=[O:25]. Procedure: A mixture of 3-(6-chloro-2-(4-fluoro-1H-indol-2-yl)pyridin-3-yl)propane-1,2-diol (100 mg, 0.31 mmol) and TEA (94 mg, 0.93 mmol) in THF (6 mL) was stirred under N2 at 0° C., MsCl (36 mg, 0.31 mmol) was added dropwise. The reaction was stirred at 0° C. for 1 h and RT overnight. Water was added and after extraction with EA, the organic layer was washed with water, brine, dried over Na2SO4 and concentrated on a rotary evaporator. The residue was purified by column chromatography (PE:EA=2:1˜1:1) to g... Reactants: ClC=1C=C2C(C(NC2=CC1)=O)(C1=CC=C(C=C1)OC)O (rac-5-chloro-3-hydroxy-3-(4-methoxy-phenyl)-1,3-dihydro-indol-2-one), C(C)[SiH](CC)CC (triethylsilane), FC(C(=O)O)(F)F (trifluoroacetic acid). Solvent: C1(=CC=CC=C1)C (toluene). Reaction conditions: temperature 100 celsius. The product is ClC=1C=C2C(C(NC2=CC1)=O)C1=CC=C(C=C1)OC (rac-5-chloro-3-(4-methoxy-phenyl)-1,3-dihydro-indol-2-one). RXN SMILES: [Cl:1][C:2]1[CH:3]=[C:4]2[C:8](=[CH:9][CH:10]=1)[NH:7][C:6](=[O:11])[C:5]2(O)[C:12]1[CH:17]=[CH:16][C:15]([O:18][CH3:19])=[CH:14][CH:13]=1.C([SiH](CC)CC)C.FC(F)(F)C(O)=O>C1(C)C=CC=CC=1>[Cl:1][C:2]1[CH:3]=[C:4]2[C:8](=[CH:9][CH:10]=1)[NH:7][C:6](=[O:11])[CH:5]2[C:12]1[CH:17]=[CH:16][C:15]([O:18][CH3:19])=[CH:14][CH:13]=1. Procedure: A suspension of rac-5-chloro-3-hydroxy-3-(4-methoxy-phenyl)-1,3-dihydro-indol-2-one (1.0 g, 3.45 mmol) (from Example 1a supra) in a mixture of triethylsilane (2 mL, 12.5 mmol) (Aldrich) and trifluoroacetic acid (5 mL, 65 mmol) was heated at 100° C. for 24 hours. After cooling, mixture was diluted with toluene and concentrated to almost dryness. Residue was dissolved in dichloromethane and purified by flash chromatography (Biotage 40M, 5% then 10% ethyl acetate in dichloromethane as solvent). Fra... Starting materials: BrC1=CC=C2C(CC(OC2=C1)(C)C)=O (7-bromo-2,2-dimethyl-chroman-4-one), BrC1=CC=C2C(CC(OC2=C1)(C)C)=O (7-bromo-2,2-dimethyl-chroman-4-one), C(CCC)[Mg]Cl (n-butyl magnesium chloride), BrC1=CC=C2C(=CC(OC2=C1)(C)C)C(C)C (7-Bromo-4-isopropyl-2,2-dimethyl-2H-chromene). The product is BrC1=CC=C2C(=CC(OC2=C1)(C)C)CCCC (7-Bromo-4-n-butyl-2,2-dimethyl-2H-chromene). RXN SMILES: [Br:1][C:2]1[CH:11]=[C:10]2[C:5]([C:6](=O)[CH2:7][C:8]([CH3:13])([CH3:12])[O:9]2)=[CH:4][CH:3]=1.[CH2:15]([Mg]Cl)[CH2:16][CH2:17][CH3:18].BrC1C=C2C(C(C(C)C)=CC(C)(C)O2)=CC=1>>[Br:1][C:2]1[CH:11]=[C:10]2[C:5]([C:6]([CH2:15][CH2:16][CH2:17][CH3:18])=[CH:7][C:8]([CH3:13])([CH3:12])[O:9]2)=[CH:4][CH:3]=1. Reported procedure: 7-bromo-2,2-dimethyl-chroman-4-one (Compound 65, 1.58 g, 6.20 mmol) was treated by the procedure described above (using n-butyl magnesium chloride) for the preparation of Compound 66 to produce the title compound as a clear oil: (1.07 g, 59%).